Dataset: the Open Reaction Database (ORD), a public repository of structured organic reaction records. Task: describe an organic reaction: reactants, conditions, products, and yield Procedure details: vanadium oxytrichloride was reacted with tri (p-bromophenyl) silanol, (m.p.= 120°-121° C.) to produce tris[(p-bromophenyl)-siloxy]-vanadium oxide (m.p.= 175° C.); and RXN SMILES: [O:1]=[V:2].Cl.Cl.Cl.BrC1C=CC([Si:13]([C:22]2[CH:27]=[CH:26][C:25]([Br:28])=[CH:24][CH:23]=2)(C2C=CC(Br)=CC=2)[OH:14])=CC=1>>[O-2:14].[Br:28][C:25]1[CH:26]=[CH:27][C:22]([SiH2:13][O:1][V+2:2]([O:14][SiH2:13][C:22]2[CH:23]=[CH:24][C:25]([Br:28])=[CH:26][CH:27]=2)[O:14][SiH2:13][C:22]2[CH:27]=[CH:26][C:25]([Br:28])=[CH:24][CH:23]=2)=[CH:23][CH:24]=1 |f:0.1.2.3,5.6|. The product is [O-2].BrC1=CC=C(C=C1)[SiH2]O[V+2](O[SiH2]C1=CC=C(C=C1)Br)O[SiH2]C1=CC=C(C=C1)Br (tris[(p-bromophenyl)-siloxy]-vanadium oxide). Reactants: O=[V].Cl.Cl.Cl (vanadium oxytrichloride), BrC1=CC=C(C=C1)[Si](O)(C1=CC=C(C=C1)Br)C1=CC=C(C=C1)Br (tri (p-bromophenyl) silanol). Starting materials: OCCCCCCCCCBr, CN(C)CC(N)CC(=O)OCc1ccccc1, Cl, Cl, Oc1ccc(F)cc1, OCCCCCCCCCOc1ccc(F)cc1, O=C(O)CCCCCCCCOc1ccc(F)cc1. Yields the product CN(C)CC(CC(=O)OCc1ccccc1)NC(=O)CCCCCCCCOc1ccc(F)cc1. RXN SMILES: [Br:9][CH2:10][CH2:11][CH2:12][CH2:13][CH2:14][CH2:15][CH2:16][CH2:17][CH2:18][OH:19].[CH2:59]([c:60]1[cH:61][cH:62][cH:63][cH:64][cH:65]1)[O:66][C:67]([CH2:68][CH:69]([CH2:70][N:71]([CH3:72])[CH3:73])[NH2:74])=[O:75].[ClH:57].[ClH:58].[F:1][c:2]1[cH:3][cH:4][c:5]([OH:6])[cH:7][cH:8]1.[F:20][c:21]1[cH:22][cH:23][c:24]([O:25][CH2:26][CH2:27][CH2:28][CH2:29][CH2:30][CH2:31][CH2:32][CH2:33][CH2:34][OH:35])[cH:36][cH:37]1.[F:38][c:39]1[cH:40][cH:41][c:42]([O:43][CH2:44][CH2:45][CH2:46][CH2:47][CH2:48][CH2:49][CH2:50][CH2:51][C:52]([OH:53])=[O:54])[cH:55][cH:56]1>>[F:20][c:21]1[cH:22][cH:23][c:24]([O:25][CH2:26][CH2:27][CH2:28][CH2:29][CH2:30][CH2:31][CH2:32][CH2:33][C:34](=[O:35])[NH:74][CH:69]([CH2:68][C:67]([O:66][CH2:59][c:60]2[cH:61][cH:62][cH:63][cH:64][cH:65]2)=[O:75])[CH2:70][N:71]([CH3:72])[CH3:73])[cH:36][cH:37]1. Procedure details: A mixture of sodium (2-chloro-5-trifluoromethyl-phenyl)-methanesulfonic acid (Example 1.1) (9.4 g) and phosphorous pentachloride (13.5 g) was heated to 80-90° C. for 4 hours. The reaction mixture was concentrated. The residue was poured onto a mixture of ice and water and the mixture extracted twice with dichloromethane. The combined organic extracts were washed with water and brine, dried over magnesium sulfate and concentrated to give (2-chloro-5-trifluoromethyl-phenyl)-methanesulfonyl chlorid... As a reaction SMILES: [Cl:1][C:2]1[CH:7]=[CH:6][C:5]([C:8]([F:11])([F:10])[F:9])=[CH:4][C:3]=1[CH2:12][S:13]([OH:16])(=O)=[O:14].[Na].P(Cl)(Cl)(Cl)(Cl)[Cl:19]>>[Cl:1][C:2]1[CH:7]=[CH:6][C:5]([C:8]([F:11])([F:10])[F:9])=[CH:4][C:3]=1[CH2:12][S:13]([Cl:19])(=[O:16])=[O:14] |f:0.1,^1:16|. The yield is 91.6%. Yields the product ClC1=C(C=C(C=C1)C(F)(F)F)CS(=O)(=O)Cl ((2-chloro-5-trifluoromethyl-phenyl)-methanesulfonyl chloride). Reactants: ClC1=C(C=C(C=C1)C(F)(F)F)CS(=O)(=O)O.[Na] (sodium (2-chloro-5-trifluoromethyl-phenyl)-methanesulfonic acid), P(Cl)(Cl)(Cl)(Cl)Cl (phosphorous pentachloride). Run at temperature 85 celsius. The reactants are COS(=O)(=O)OC, CC(C)=O, O=C(O)c1cc(C(F)(F)F)ccc1Cl, Cl, O, CC(O)CN(CC(C)O)CC(C)O. The product is COC(=O)c1cc(C(F)(F)F)ccc1Cl. As a reaction SMILES: [CH3:28][O:29][S:30]([O:31][CH3:32])(=[O:33])=[O:34].[CH3:35][C:36](=[O:37])[CH3:38].[Cl:14][c:15]1[c:16]([C:17](=[O:18])[OH:19])[cH:20][c:21]([C:24]([F:25])([F:26])[F:27])[cH:22][cH:23]1.[ClH:40].[OH2:39].[OH:1][CH:2]([CH3:3])[CH2:4][N:5]([CH2:6][CH:7]([OH:8])[CH3:9])[CH2:10][CH:11]([OH:12])[CH3:13]>>[CH3:2][O:19][C:17]([c:16]1[c:15]([Cl:14])[cH:23][cH:22][c:21]([C:24]([F:25])([F:26])[F:27])[cH:20]1)=[O:18].